Task: describe an organic reaction: reactants, conditions, products, and yield. Dataset: the Open Reaction Database (ORD), a public repository of structured organic reaction records Reactants: B, CC(SC(C)(C)C)C(=O)O, C1CCOC1, C1CCOC1. The product is CC(CO)SC(C)(C)C. As a reaction SMILES: [BH3:11].[C:1]([CH3:2])([CH3:3])([CH3:4])[S:5][CH:6]([C:7](=[O:8])[OH:9])[CH3:10].[CH2:12]1[O:13][CH2:14][CH2:15][CH2:16]1.[CH2:17]1[O:18][CH2:19][CH2:20][CH2:21]1>>[C:1]([CH3:2])([CH3:3])([CH3:4])[S:5][CH:6]([CH2:7][OH:8])[CH3:10].